From a dataset of the Open Reaction Database (ORD), a public repository of structured organic reaction records. describe an organic reaction: reactants, conditions, products, and yield The reactants are S1C(=CC=C1)N1C=C(C(C2=C(C(=C(C(=C12)F)F)F)C)=O)C(=O)OCC (ethyl 1-(2-thienyl)-5-methyl-6,7,8-trifluoro-1,4-dihydro-4-oxoquinoline-3-carboxylate), Cl (hydrochloric acid). Solvent: C(C)(=O)O (acetic acid). Product: S1C(=CC=C1)N1C=C(C(C2=C(C(=C(C(=C12)F)F)F)C)=O)C(=O)O (1-(2-thienyl)-5-methyl-6,7,8-trifluoro-1,4-dihydro-4-oxoquinoline-3-carboxylic acid). Isolated yield 95.9%. As a reaction SMILES: [S:1]1[CH:5]=[CH:4][CH:3]=[C:2]1[N:6]1[C:15]2[C:10](=[C:11]([CH3:19])[C:12]([F:18])=[C:13]([F:17])[C:14]=2[F:16])[C:9](=[O:20])[C:8]([C:21]([O:23]CC)=[O:22])=[CH:7]1.Cl>C(O)(=O)C>[S:1]1[CH:5]=[CH:4][CH:3]=[C:2]1[N:6]1[C:15]2[C:10](=[C:11]([CH3:19])[C:12]([F:18])=[C:13]([F:17])[C:14]=2[F:16])[C:9](=[O:20])[C:8]([C:21]([OH:23])=[O:22])=[CH:7]1. Procedure: Employing ethyl 1-(2-thienyl)-5-methyl-6,7,8-trifluoro-1,4-dihydro-4-oxoquinoline-3-carboxylate (1.05 g), conc. hydrochloric acid (10 ml) and 90% acetic acid (40 ml), the procedure of Reference Example 23 is repeated to give 1-(2-thienyl)-5-methyl-6,7,8-trifluoro-1,4-dihydro-4-oxoquinoline-3-carboxylic acid (0.93 g), as white powder, m.p. 221°-222.5° C. Reactants: CN(C)C=O, COc1cc(-c2cc(C(F)(F)F)n(C(C)C)n2)c(F)cc1Cl, O=C1CCC(=O)N1Cl, O. The product is COc1cc(-c2nn(C(C)C)c(C(F)(F)F)c2Cl)c(F)cc1Cl. RXN SMILES: [CH3:32][N:33]([CH3:34])[CH:35]=[O:36].[Cl:1][c:2]1[cH:3][c:4]([F:22])[c:5](-[c:10]2[n:11][n:12]([CH:19]([CH3:20])[CH3:21])[c:13]([C:15]([F:16])([F:17])[F:18])[cH:14]2)[cH:6][c:7]1[O:8][CH3:9].[Cl:23][N:24]1[C:25](=[O:26])[CH2:27][CH2:28][C:29]1=[O:30].[OH2:31]>>[Cl:1][c:2]1[cH:3][c:4]([F:22])[c:5](-[c:10]2[n:11][n:12]([CH:19]([CH3:20])[CH3:21])[c:13]([C:15]([F:16])([F:17])[F:18])[c:14]2[Cl:23])[cH:6][c:7]1[O:8][CH3:9]. The reactants are COC1=C2CCNCC2=CC=C1 (5-methoxy-1,2,3,4-tetrahydro-isoquinoline), C(C)(C)OC1=C(C(=O)O)C=C(C=C1)S(=O)(=O)C (2-isopropoxy-5-methanesulfonyl-benzoic acid). Yields the product C(C)(C)OC1=C(C=C(C=C1)S(=O)(=O)C)C(=O)N1CC2=CC=CC(=C2CC1)OC ((2-Isopropoxy-5-methanesulfonyl-phenyl)-(5-methoxy-3,4-dihydro-1H-isoquinolin-2-yl)-methanone). As a reaction SMILES: [CH3:1][O:2][C:3]1[CH:12]=[CH:11][CH:10]=[C:9]2[C:4]=1[CH2:5][CH2:6][NH:7][CH2:8]2.[CH:13]([O:16][C:17]1[CH:25]=[CH:24][C:23]([S:26]([CH3:29])(=[O:28])=[O:27])=[CH:22][C:18]=1[C:19](O)=[O:20])([CH3:15])[CH3:14]>>[CH:13]([O:16][C:17]1[CH:25]=[CH:24][C:23]([S:26]([CH3:29])(=[O:28])=[O:27])=[CH:22][C:18]=1[C:19]([N:7]1[CH2:6][CH2:5][C:4]2[C:9](=[CH:10][CH:11]=[CH:12][C:3]=2[O:2][CH3:1])[CH2:8]1)=[O:20])([CH3:15])[CH3:14]. Procedure details: Prepared in analogy to example 1.1 from 5-methoxy-1,2,3,4-tetrahydro-isoquinoline (CA [103030-70-2]) and 2-isopropoxy-5-methanesulfonyl-benzoic acid (Example 2.1). Reactants: CCN1CCOCC1, CS(=O)(=O)Cl, CN(C)C=O, N#CCc1ccc(N)c2[nH]ncc12, C1CCOC1. Yields the product CS(=O)(=O)Nc1ccc(CC#N)c2cn[nH]c12. Reaction SMILES: [CH2:19]([N:20]1[CH2:21][CH2:22][O:23][CH2:24][CH2:25]1)[CH3:26].[CH3:14][S:15]([Cl:16])(=[O:17])=[O:18].[CH3:27][N:28]([CH3:29])[CH:30]=[O:31].[NH2:1][c:2]1[cH:3][cH:4][c:5]([CH2:11][C:12]#[N:13])[c:6]2[cH:7][n:8][nH:9][c:10]12.[O:32]1[CH2:33][CH2:34][CH2:35][CH2:36]1>>[NH:1]([c:2]1[cH:3][cH:4][c:5]([CH2:11][C:12]#[N:13])[c:6]2[cH:7][n:8][nH:9][c:10]12)[S:15]([CH3:14])(=[O:17])=[O:18]. Procedure: p-methoxybenzyl 7β[(Z)-2-fluoroethoxyimino-2-(2-tritylaminothiazol-4-yl)acetamido]3-[(Z)-3-chloro-1-propen-1-yl]3-cephem-4-carboxylate (1.3 g), sodium iodide(0.68 g) and 5-dimethylaminomethyl-4-methylthiazole(0.27 g) were reacted in the same manner as described in Example 1 to obtain the target product (300 mg). The reactants are FCCO\N=C(/C(=O)N[C@H]1[C@@H]2N(C(=C(CS2)\C=C/CCl)C(=O)OCC2=CC=C(C=C2)OC)C1=O)\C=1N=C(SC1)NC(C1=CC=CC=C1)(C1=CC=CC=C1)C1=CC=CC=C1 (p-methoxybenzyl 7β[(Z)-2-fluoroethoxyimino-2-(2-tritylaminothiazol-4-yl)acetamido]3-[(Z)-3-chloro-1-propen-1-yl]3-cephem-4-carboxylate), [I-].[Na+] (sodium iodide), CN(C)CC1=C(N=CS1)C (5-dimethylaminomethyl-4-methylthiazole). Product: NC=1SC=C(N1)/C(/C(=O)N[C@H]1[C@@H]2N(C(=C(CS2)\C=C\C[N+](CC2=C(N=CS2)C)(C)C)C(=O)[O-])C1=O)=N/OCCF (7β-[(Z)-2-(2-aminothiazol-4-yl)-2-fluoroethoxyiminoacetamido]-3-[(E)-3-[(4-methylthiazol-5-yl)-methyldimethylammonio]-1-propen-1-yl]3-cephem-4-carboxylate). Yield: 32.3%. Reaction SMILES: [F:1][CH2:2][CH2:3][O:4]/[N:5]=[C:6](/[C:35]1[N:36]=[C:37]([NH:40]C(C2C=CC=CC=2)(C2C=CC=CC=2)C2C=CC=CC=2)[S:38][CH:39]=1)\[C:7]([NH:9][C@@H:10]1[C:33](=[O:34])[N:12]2[C:13]([C:21]([O:23]CC3C=CC(OC)=CC=3)=[O:22])=[C:14](/[CH:17]=[CH:18]\[CH2:19]Cl)[CH2:15][S:16][C@H:11]12)=[O:8].[I-].[Na+].[CH3:62][N:63]([CH2:65][C:66]1[S:70][CH:69]=[N:68][C:67]=1[CH3:71])[CH3:64]>>[NH2:40][C:37]1[S:38][CH:39]=[C:35](/[C:6](=[N:5]/[O:4][CH2:3][CH2:2][F:1])/[C:7]([NH:9][C@@H:10]2[C:33](=[O:34])[N:12]3[C:13]([C:21]([O-:23])=[O:22])=[C:14](/[CH:17]=[CH:18]/[CH2:19][N+:63]([CH3:64])([CH3:62])[CH2:65][C:66]4[S:70][CH:69]=[N:68][C:67]=4[CH3:71])[CH2:15][S:16][C@H:11]23)=[O:8])[N:36]=1 |f:1.2|. The reactants are CCOc1ccc2cc(C3(O)CCNCC3)ccc2c1, ClCCCOc1cccc2[nH]ccc12. Product: CCOc1ccc2cc(C3(O)CCN(CCCOc4cccc5[nH]ccc45)CC3)ccc2c1. As a reaction SMILES: [OH:15][C:16]1([c:22]2[cH:23][c:24]3[cH:25][cH:26][c:27]([O:32][CH2:33][CH3:34])[cH:28][c:29]3[cH:30][cH:31]2)[CH2:17][CH2:18][NH:19][CH2:20][CH2:21]1.[nH:1]1[cH:2][cH:3][c:4]2[c:5]([O:10][CH2:11][CH2:12][CH2:13][Cl:14])[cH:6][cH:7][cH:8][c:9]12>>[nH:1]1[cH:2][cH:3][c:4]2[c:5]([O:10][CH2:11][CH2:12][CH2:13][N:19]3[CH2:18][CH2:17][C:16]([OH:15])([c:22]4[cH:23][c:24]5[cH:25][cH:26][c:27]([O:32][CH2:33][CH3:34])[cH:28][c:29]5[cH:30][cH:31]4)[CH2:21][CH2:20]3)[cH:6][cH:7][cH:8][c:9]12. Reactants: reaction solution, P(=O)([O-])([O-])[O-].[K+].[K+].[K+] (potassium phosphate), C(C(C)C)C1=CC=C(C=C1)C(C#N)C (2-(4'-isobutylphenyl)propionitrile), C(C(C)C)C1=CC=C(C=C1)C(C#N)C (2-(4'-isobutylphenyl)-propionitrile), S-(+)-2-(4'-isobutylphenyl)propionic acid, C(C(C)C)C1=CC=C(C=C1)C(C(=O)O)C (2-(4'-isobutylphenyl)propionic acid), N (ammonia). Reaction conditions: temperature 32 celsius, time 24 hour. Yields the product C[C@@H](C1=CC=C(C=C1)CC(C)C)C(=O)O (S-(+)-Ibuprofen). Reaction SMILES: P([O-])([O-])([O-])=O.[K+].[K+].[K+].C(C1C=CC(C(C)C#N)=CC=1)C(C)C.[CH2:23]([C:27]1[CH:32]=[CH:31][C:30]([CH:33]([CH3:37])[C:34]([OH:36])=[O:35])=[CH:29][CH:28]=1)[CH:24]([CH3:26])[CH3:25].N>>[CH3:37][C@H:33]([C:34]([OH:36])=[O:35])[C:30]1[CH:31]=[CH:32][C:27]([CH2:23][CH:24]([CH3:25])[CH3:26])=[CH:28][CH:29]=1 |f:0.1.2.3|. Procedure details: One ml of the reaction solution containing 100 μmol of potassium phosphate buffer solution (pH 8.0), 4.77 μmol of 2-(4'-isobutylphenyl)propionitrile and 0.02 unit of nitrilase was thoroughly shaken at 32° C. to carry out the reaction. The amounts of 2-(4'-isobutylphenyl)-propionitrile, 2-(4'-isobutylphenyl)propionic acid and ammonia for each reaction time were determined. The results are shown in the Figure. The optical purity of the formed S-(+)-2-(4'-isobutylphenyl)propionic acid was 98% for 6... Reactants: C=CCC(OC)(c1ccc(F)cc1)C1CC1, O=C(OO)c1cccc(Cl)c1, ClCCl. Product: COC(CC1CO1)(c1ccc(F)cc1)C1CC1. RXN SMILES: [CH:1]1([C:4]([CH2:5][CH:6]=[CH2:7])([O:8][CH3:9])[c:10]2[cH:11][cH:12][c:13]([F:16])[cH:14][cH:15]2)[CH2:2][CH2:3]1.[Cl:17][c:18]1[cH:19][c:20]([C:21]([O:22][OH:23])=[O:25])[cH:24][cH:26][cH:27]1.[Cl:28][CH2:29][Cl:30]>>[CH:1]1([C:4]([CH2:5][CH:6]2[CH2:7][O:25]2)([O:8][CH3:9])[c:10]2[cH:11][cH:12][c:13]([F:16])[cH:14][cH:15]2)[CH2:2][CH2:3]1.